Dataset: the Open Reaction Database (ORD), a public repository of structured organic reaction records. Task: describe an organic reaction: reactants, conditions, products, and yield Starting materials: Cl (hydrochloric acid), C(C1=CC=CC=C1)OC(=O)N1CCC(CC1)NC(=O)OC (1-Benzyloxycarbonyl-4-(methoxycarbonylamino)piperidine), C(C)I (ethyl iodide), [H-].[Na+] (sodium hydride). The solvent is O (water), CN(C)C=O (DMF). Run at time 1 hour. Yields the product C(C1=CC=CC=C1)OC(=O)N1CCC(CC1)N(CC)C(=O)OC (1-Benzyloxycarbonyl-4-[methoxycarbonyl(ethylamino)]-piperidine). Yield: 97.0%. Reaction SMILES: [CH2:1]([O:8][C:9]([N:11]1[CH2:16][CH2:15][CH:14]([NH:17][C:18]([O:20][CH3:21])=[O:19])[CH2:13][CH2:12]1)=[O:10])[C:2]1[CH:7]=[CH:6][CH:5]=[CH:4][CH:3]=1.[CH2:22](I)[CH3:23].[H-].[Na+].Cl>CN(C=O)C.O>[CH2:1]([O:8][C:9]([N:11]1[CH2:16][CH2:15][CH:14]([N:17]([C:18]([O:20][CH3:21])=[O:19])[CH2:22][CH3:23])[CH2:13][CH2:12]1)=[O:10])[C:2]1[CH:3]=[CH:4][CH:5]=[CH:6][CH:7]=1 |f:2.3|. Procedure: To 82 mg (0.28 mmol) of 1-benzyloxycarbonyl-4-(methoxycarbonylamino)piperidine from Step A and 0.045 mL (0.56 mmol) of ethyl iodide in 4 mL of DMF under nitrogen was added 22 mg (0.56 mmol) of 60% sodium hydride in mineral oil. The reaction was stirred at rt for 1 h and was then poured into water containing 1 mL of 2 N hydrochloric acid and extracted twice with ether. The organic layers were each washed with a portion of brine, dried over sodium sulfate, combined and concentrated. The residue wa... Reactants: C(=O)=O (carbon dioxide), C(CCC)[Li] (n-Butyl lithium), solution, BrC=1C=C2C=CC(=NC2=CC1)OC (6-bromo-2-methoxyquinoline). The solvent is CCCCCC (hexane), C1CCOC1 (THF). Conditions: time 0.5 hour. The product is COC1=NC2=CC=C(C=C2C=C1)C(=O)O (2-methoxyquinoline-6-carboxylic acid). As a reaction SMILES: C([Li])CCC.Br[C:7]1[CH:8]=[C:9]2[C:14](=[CH:15][CH:16]=1)[N:13]=[C:12]([O:17][CH3:18])[CH:11]=[CH:10]2.[C:19](=[O:21])=[O:20]>CCCCCC.C1COCC1>[CH3:18][O:17][C:12]1[CH:11]=[CH:10][C:9]2[C:14](=[CH:15][CH:16]=[C:7]([C:19]([OH:21])=[O:20])[CH:8]=2)[N:13]=1. Procedure details: n-Butyl lithium (63 cm3 of a 1.6M solution in hexane) was added dropwise to a stirred solution of 6-bromo-2-methoxyquinoline (20 g) in THF (250 cm3) at -70° under nitrogen. After 0.5 hours, solid carbon dioxide (50 g) was added, the solution was allowed to warm to room temperature, and volatile material was removed in vacuo. The residue was partitioned between dichloromethane (100 cm3) and water (100 cm3), the aqueous phase was separated and acidified to pH 3.5 with 5M hydrochloric acid. The pre... Reported procedure: To a solution of 1.14 g of 3-aminoquinuclidine and 1.0 g of N-methylmorpholine in 30 ml of chloroform is added a solution of 3.8 g of 6-chloro-4-(2,4-dichlorobenzyl)-3,4-dihydro-2-methyl-3-oxo-2H-1,4-benzoxazine-8-carboxylic acid chloride in 20 ml of chloroform under cooling and stirring followed by stirring for 4 hours. The resultant solution is washed with water, aqueous sodium hydrogen carbonate and then water, and dried over magnesium sulfate. After the solvent is distilled off under reduced... The product is O.Cl.ClC=1C=C(C2=C(N(C(C(O2)C)=O)CC2=C(C=C(C=C2)Cl)Cl)C1)C(=O)NC1CN2CCC1CC2 (6-chloro-4-(2,4-dichlorobenzyl)-3,4-dihydro-2-methyl-3-oxo-N-(3-quinuclidinyl)-2H-1,4-benzoxazine-8-carboxamide hydrochloride monohydrate). Starting materials: NC1CN2CCC1CC2 (3-aminoquinuclidine), CN1CCOCC1 (N-methylmorpholine), ClC=1C=C(C2=C(N(C(C(O2)C)=O)CC2=C(C=C(C=C2)Cl)Cl)C1)C(=O)Cl (6-chloro-4-(2,4-dichlorobenzyl)-3,4-dihydro-2-methyl-3-oxo-2H-1,4-benzoxazine-8-carboxylic acid chloride). Run in C(Cl)(Cl)Cl (chloroform), C(Cl)(Cl)Cl (chloroform). As a reaction SMILES: [NH2:1][CH:2]1[CH:7]2[CH2:8][CH2:9][N:4]([CH2:5][CH2:6]2)[CH2:3]1.CN1CC[O:14]CC1.[Cl:17][C:18]1[CH:19]=[C:20]([C:39](Cl)=[O:40])[C:21]2[O:26][CH:25]([CH3:27])[C:24](=[O:28])[N:23]([CH2:29][C:30]3[CH:35]=[CH:34][C:33]([Cl:36])=[CH:32][C:31]=3[Cl:37])[C:22]=2[CH:38]=1>C(Cl)(Cl)Cl>[OH2:14].[ClH:17].[Cl:17][C:18]1[CH:19]=[C:20]([C:39]([NH:1][CH:2]2[CH:7]3[CH2:8][CH2:9][N:4]([CH2:5][CH2:6]3)[CH2:3]2)=[O:40])[C:21]2[O:26][CH:25]([CH3:27])[C:24](=[O:28])[N:23]([CH2:29][C:30]3[CH:35]=[CH:34][C:33]([Cl:36])=[CH:32][C:31]=3[Cl:37])[C:22]=2[CH:38]=1 |f:4.5.6|. Starting materials: C1CCNC1, Cl[Cu], C#CCN(c1ccncc1F)n1ccc2ccccc21, C1COCCO1. The product is Fc1cnccc1N(CC#CCN1CCCC1)n1ccc2ccccc21. As a reaction SMILES: [CH2:21]1[CH2:22][CH2:23][NH:24][CH2:25]1.[Cu:32][Cl:33].[F:1][c:2]1[cH:3][n:4][cH:5][cH:6][c:7]1[N:8]([n:9]1[cH:10][cH:11][c:12]2[cH:13][cH:14][cH:15][cH:16][c:17]12)[CH2:18][C:19]#[CH:20].[O:26]1[CH2:27][CH2:31][O:30][CH2:29][CH2:28]1>>[F:1][c:2]1[cH:3][n:4][cH:5][cH:6][c:7]1[N:8]([n:9]1[cH:10][cH:11][c:12]2[cH:13][cH:14][cH:15][cH:16][c:17]12)[CH2:18][C:19]#[C:20][CH2:27][N:24]1[CH2:23][CH2:22][CH2:21][CH2:25]1. Run at time 1 hour. The reagents and catalysts are [N+](=O)([O-])[O-].[Ag+] (silver nitrate). The solvent is O (water), O (water). Reactants: CC(=O)C (acetone), O.C1(=CC=C(C=C1)S(=O)[O-])C.[Na+] (sodium p-toluenesulfinate hydrate), S1C(=NC2=C1C=CC=C2)SS[C@@H]2[C@@H](C(N2C(C(=O)OCC2=CC=C(C=C2)[N+](=O)[O-])C(=C)C)=O)NC(COC2=CC=CC=C2)=O (4-nitrobenzyl 2-[(3R,4R)-4-[(benzothiazol-2-yl)dithio]-3-phenoxyacetamido-2-oxo-azetidin-1-yl]-3-methyl-3-butenoate), CC(=O)C (acetone). Product: C=1(C(=CC=CC1)S(=O)(=O)S[C@@H]1[C@@H](C(N1C(C(=O)OCC1=CC=C(C=C1)[N+](=O)[O-])C(=C)C)=O)NC(COC1=CC=CC=C1)=O)C (4-Nitrobenzyl 2-[(3R,4R)-4-(o-toluenesulfonylthio)-3-phenoxyacetamido-2-oxo-azetidin-1-yl]-3-methyl-3-butenoate). Procedure: A suspension of 4-nitrobenzyl 2-[(3R,4R)-4-[(benzothiazol-2-yl)dithio]-3-phenoxyacetamido-2-oxo-azetidin-1-yl]-3-methyl-3-butenoate (XVIIIc, 3.25 g, 0.005 mole) in acetone (90 mL) and water (10 mL) was treated at room temperature with silver nitrate (1.06 g, 0.00625 mole), followed by treatment with a solution of sodium p-toluenesulfinate hydrate (0.90 g, 0.050 mole) in acetone (70 mL)--water (10 mL). The slurry was stirred for 1 h at room temperature under darkness. It was then filtered through... RXN SMILES: S1C2C=CC=CC=2N=C1S[S:11][C@H:12]1[N:15]([CH:16]([C:30]([CH3:32])=[CH2:31])[C:17]([O:19][CH2:20][C:21]2[CH:26]=[CH:25][C:24]([N+:27]([O-:29])=[O:28])=[CH:23][CH:22]=2)=[O:18])[C:14](=[O:33])[C@H:13]1[NH:34][C:35](=[O:44])[CH2:36][O:37][C:38]1[CH:43]=[CH:42][CH:41]=[CH:40][CH:39]=1.O.[C:46]1(C)[CH:51]=[CH:50][C:49]([S:52]([O-:54])=[O:53])=[CH:48][CH:47]=1.[Na+].[CH3:57]C(C)=O>O.[N+]([O-])([O-])=O.[Ag+]>[C:48]1([CH3:57])[C:49]([S:52]([S:11][C@H:12]2[N:15]([CH:16]([C:30]([CH3:32])=[CH2:31])[C:17]([O:19][CH2:20][C:21]3[CH:26]=[CH:25][C:24]([N+:27]([O-:29])=[O:28])=[CH:23][CH:22]=3)=[O:18])[C:14](=[O:33])[C@H:13]2[NH:34][C:35](=[O:44])[CH2:36][O:37][C:38]2[CH:39]=[CH:40][CH:41]=[CH:42][CH:43]=2)(=[O:53])=[O:54])=[CH:50][CH:51]=[CH:46][CH:47]=1 |f:1.2.3,6.7|. The reactants are alcohol ester, lactone, C(#N)C1(CC(CC2=CC(=CC=C12)OC)C(=O)OCC)O[Si](C)(C)C (1-Cyano-3-carbethoxy-6-methoxy-1,2,3,4-tetrahydro-O-trimethylsilyl-1-naphthol). Run in C=1C=CC=2C(C1)=CC=CC2O (Naphthol), C=1C=CC=2C(C1)=CC=CC2O (Naphthol). Yields the product C(#N)C1=CC(CC2=CC(=CC=C12)OC)C(=O)OCC (1-Cyano-3-carbethoxy-6-methoxy-3,4-dihydro naphthalene). RXN SMILES: [C:1]([C:3]1(O[Si](C)(C)C)[C:12]2[C:7](=[CH:8][C:9]([O:13][CH3:14])=[CH:10][CH:11]=2)[CH2:6][CH:5]([C:15]([O:17][CH2:18][CH3:19])=[O:16])[CH2:4]1)#[N:2]>C1C=CC2C(=CC=CC=2O)C=1>[C:1]([C:3]1[C:12]2[C:7](=[CH:8][C:9]([O:13][CH3:14])=[CH:10][CH:11]=2)[CH2:6][CH:5]([C:15]([O:17][CH2:18][CH3:19])=[O:16])[CH:4]=1)#[N:2]. Procedure: Following the procedure described in Naphthol 5, Step 5, but substituting the ester from Step 1 for the mixture of alcohol ester and lactone from Step 4 in Naphthol 5, the title compound was obtained and used as such for the next step.